From a dataset of the Open Reaction Database (ORD), a public repository of structured organic reaction records. describe an organic reaction: reactants, conditions, products, and yield The reactants are N1(CCC1)S(=O)(=O)N (azetidine-1-sulfonamide), C1(CCCCC1)P(C1=C(C=CC=C1)C1=C(C=C(C=C1C(C)C)C(C)C)C(C)C)C1CCCCC1 (2-dicyclohexylphosphino-2′,4′,6′-tri-isopropyl-1,1′-biphenyl), C([O-])([O-])=O.[Cs+].[Cs+] (cesium carbonate), ClC1=CC(=NC(=N1)SCC1=C(C(=CC=C1)F)F)[C@H]1[C@@H](CCC1)O ((trans)-2-{6-chloro-2-[(2,3-difluorobenzyl)thio]pyrimidin-4-yl}cyclopentanol), product, O1CCOCC1 (dioxane). The reagents and catalysts are C=1C=CC(=CC1)/C=C/C(=O)/C=C/C2=CC=CC=C2.C=1C=CC(=CC1)/C=C/C(=O)/C=C/C2=CC=CC=C2.C=1C=CC(=CC1)/C=C/C(=O)/C=C/C2=CC=CC=C2.[Pd].[Pd] (tris(dibenzylideneacetone)dipalladium). Run at temperature 100 celsius. Yields the product FC1=C(CSC2=NC(=CC(=N2)NS(=O)(=O)N2CCC2)O[C@H]2[C@@H](CCC2)O)C=CC=C1F (N-(2-[(2,3-Difluorobenzyl)thio]-6-{[(trans)-2-hydroxycyclopentyl]oxy}pyrimidin-4-yl)azetidine-1-sulfonamide). Reaction SMILES: [N:1]1([S:5]([NH2:8])(=[O:7])=[O:6])[CH2:4][CH2:3][CH2:2]1.[CH:9]1(P(C2CCCCC2)C2C=CC=CC=2C2C(C(C)C)=CC(C(C)C)=CC=2C(C)C)[CH2:14]CCC[CH2:10]1.C(=O)([O-])[O-].[Cs+].[Cs+].Cl[C:50]1[N:55]=[C:54]([S:56][CH2:57][C:58]2[CH:63]=[CH:62][CH:61]=[C:60]([F:64])[C:59]=2[F:65])[N:53]=[C:52]([C@@H]2CCC[C@H]2O)[CH:51]=1.[O:72]1[CH2:77][CH2:76][O:75]CC1>C1C=CC(/C=C/C(/C=C/C2C=CC=CC=2)=O)=CC=1.C1C=CC(/C=C/C(/C=C/C2C=CC=CC=2)=O)=CC=1.C1C=CC(/C=C/C(/C=C/C2C=CC=CC=2)=O)=CC=1.[Pd].[Pd]>[F:65][C:59]1[C:60]([F:64])=[CH:61][CH:62]=[CH:63][C:58]=1[CH2:57][S:56][C:54]1[N:55]=[C:50]([NH:8][S:5]([N:1]2[CH2:4][CH2:3][CH2:2]2)(=[O:7])=[O:6])[CH:51]=[C:52]([O:72][C@@H:77]2[CH2:14][CH2:9][CH2:10][C@H:76]2[OH:75])[N:53]=1 |f:2.3.4,7.8.9.10.11|. Procedure: A mixture of azetidine-1-sulfonamide (0.27 g), tris(dibenzylideneacetone)dipalladium (0) (50 mg), 2-dicyclohexylphosphino-2′,4′,6′-tri-isopropyl-1,1′-biphenyl (XPHOS) (50 mg), cesium carbonate (0.43 g) and (trans)-2-{6-chloro-2-[(2,3-difluorobenzyl)thio]pyrimidin-4-yl}cyclopentanol (the product from step i), 0.50 g) in dioxane (20 ml) was heated at reflux in a microwave at 100° C., 300 W, open vessel with cooling for 1 h. The reaction mixture was then reduced in vacuo and the residue partitioned... Starting materials: BrB(Br)Br, O=C([O-])O, COC(=O)N1CCCC(OC)C1CC(=O)Cn1cnc2c(Cl)c(Cl)sc2c1=O, ClCCl, [Na+]. Yields the product COC(=O)N1CCCC(O)C1CC(=O)Cn1cnc2c(Cl)c(Cl)sc2c1=O. As a reaction SMILES: [B:29]([Br:30])([Br:31])[Br:32].[C:33](=[O:34])([OH:35])[O-:36].[Cl:1][c:2]1[c:3]([Cl:28])[c:4]2[n:5][cH:6][n:7]([CH2:12][C:13]([CH2:14][CH:15]3[N:16]([C:23](=[O:24])[O:25][CH3:26])[CH2:17][CH2:18][CH2:19][CH:20]3[O:21][CH3:22])=[O:27])[c:8](=[O:11])[c:9]2[s:10]1.[Cl:38][CH2:39][Cl:40].[Na+:37]>>[Cl:1][c:2]1[c:3]([Cl:28])[c:4]2[n:5][cH:6][n:7]([CH2:12][C:13]([CH2:14][CH:15]3[N:16]([C:23](=[O:24])[O:25][CH3:26])[CH2:17][CH2:18][CH2:19][CH:20]3[OH:21])=[O:27])[c:8](=[O:11])[c:9]2[s:10]1. Reactants: BrCc1ccc(-c2ccno2)cc1, CC1(C)CCNC(=O)C(NS(=O)(=O)c2ccc(Cl)cc2)C1. Product: CC1(C)CCNC(=O)C(N(Cc2ccc(-c3ccno3)cc2)S(=O)(=O)c2ccc(Cl)cc2)C1. Reaction SMILES: [Br:22][CH2:23][c:24]1[cH:25][cH:26][c:27](-[c:30]2[cH:31][cH:32][n:33][o:34]2)[cH:28][cH:29]1.[Cl:1][c:2]1[cH:3][cH:4][c:5]([S:8](=[O:9])(=[O:10])[NH:11][CH:12]2[C:13](=[O:21])[NH:14][CH2:15][CH2:16][C:17]([CH3:19])([CH3:20])[CH2:18]2)[cH:6][cH:7]1>>[Cl:1][c:2]1[cH:3][cH:4][c:5]([S:8](=[O:9])(=[O:10])[N:11]([CH:12]2[C:13](=[O:21])[NH:14][CH2:15][CH2:16][C:17]([CH3:19])([CH3:20])[CH2:18]2)[CH2:23][c:24]2[cH:25][cH:26][c:27](-[c:30]3[cH:31][cH:32][n:33][o:34]3)[cH:28][cH:29]2)[cH:6][cH:7]1.